This data is from the Open Reaction Database (ORD), a public repository of structured organic reaction records. The task is: describe an organic reaction: reactants, conditions, products, and yield Reactants: ClC1=NC=CC2=C1CN(C2=O)C(C)C2=NC=C(C(=C2)C)OCC(F)F (4-chloro-2-(1-(5-(2,2-difluoroethoxy)-4-methylpyridin-2-yl)ethyl)-2,3-dihydro-1H-pyrrolo[3,4-c]pyridin-1-one), C(=O)OC1=CC=CC=C1 (phenyl formate). Yields the product FC(COC=1C(=CC(=NC1)C(C)N1CC=2C(=NC=CC2C1=O)C(=O)OC1=CC=CC=C1)C)F (phenyl 2-(1-(5-(2,2-difluoroethoxy)-4-methylpyridin-2-yl)ethyl)-1-oxo-2,3-dihydro-1H-pyrrolo[3,4-c]pyridine-4-carboxylate). Isolated yield 74.0%. Reaction SMILES: Cl[C:2]1[C:7]2[CH2:8][N:9]([CH:12]([C:14]3[CH:19]=[C:18]([CH3:20])[C:17]([O:21][CH2:22][CH:23]([F:25])[F:24])=[CH:16][N:15]=3)[CH3:13])[C:10](=[O:11])[C:6]=2[CH:5]=[CH:4][N:3]=1.[CH:26]([O:28][C:29]1[CH:34]=[CH:33][CH:32]=[CH:31][CH:30]=1)=[O:27]>>[F:24][CH:23]([F:25])[CH2:22][O:21][C:17]1[C:18]([CH3:20])=[CH:19][C:14]([CH:12]([N:9]2[C:10](=[O:11])[C:6]3[CH:5]=[CH:4][N:3]=[C:2]([C:26]([O:28][C:29]4[CH:34]=[CH:33][CH:32]=[CH:31][CH:30]=4)=[O:27])[C:7]=3[CH2:8]2)[CH3:13])=[N:15][CH:16]=1. Procedure details: The title compound is prepared in 74% yield (91 mg, colorless solid) from 4-chloro-2-(1-(5-(2,2-difluoroethoxy)-4-methylpyridin-2-yl)ethyl)-2,3-dihydro-1H-pyrrolo[3,4-c]pyridin-1-one (100 mg, 0.27 mmol, Intermediate-76, single enantiomer) and phenyl formate (66 mg, 0.54 mmol) in a similar manner to Intermediate-91. Reactants: CN(CCCN1CCC(CC1)C1=CC=C(C=C1)N\C=C\1/C(NC(C2=CC=C(C=C12)I)=O)=O)C ((4Z)-4-{[(4-{1-[3-(Dimethylamino)propyl]piperidin-4-yl}phenyl)amino]methylene}-6-iodoisoquinoline-1,3(2H,4H)-dione), BrC=1C=C2C(C(NC(C2=CC1)=O)=O)=CNC1=CC=C(C=C1)N1CC(NC(C1)C)C (6-bromo-4-({[4-(3,5-dimethylpiperazin-1-yl)phenyl]amino}methylene)isoquinoline-1,3(2H,4H)-dione). The product is greenish tan solid, IC=1C=C2\C(\C(NC(C2=CC1)=O)=O)=C/OC ((4E)-6-iodo-4-(methoxymethylene)isoquinoline-1,3(2H,4H)-dione), CN(CCCN1CCC(CC1)C1=CC=C(C=C1)N)C ((4-{1-[3-(dimethylamino)propyl]piperidin-4-yl}phenyl)amine). Yield: 73.1%. As a reaction SMILES: [CH3:1][N:2]([CH3:33])[CH2:3][CH2:4][CH2:5][N:6]1[CH2:11][CH2:10][CH:9]([C:12]2[CH:17]=[CH:16][C:15]([NH:18]/[CH:19]=[C:20]3\[C:21](=[O:32])[NH:22][C:23](=[O:31])[C:24]4[C:29]\3=[CH:28][C:27]([I:30])=[CH:26][CH:25]=4)=[CH:14][CH:13]=2)[CH2:8][CH2:7]1.BrC1C=C2C(=CC=1)[C:41](=[O:45])NC(=O)C2=CNC1C=CC(N2CC(C)NC(C)C2)=CC=1>>[I:30][C:27]1[CH:28]=[C:29]2[C:24](=[CH:25][CH:26]=1)[C:23](=[O:31])[NH:22][C:21](=[O:32])/[C:20]/2=[CH:19]/[O:45][CH3:41].[CH3:33][N:2]([CH3:1])[CH2:3][CH2:4][CH2:5][N:6]1[CH2:7][CH2:8][CH:9]([C:12]2[CH:17]=[CH:16][C:15]([NH2:18])=[CH:14][CH:13]=2)[CH2:10][CH2:11]1. Procedure: Using the procedure described for the preparation of 4Z)-6-bromo-4-({[4-(3,5-dimethylpiperazin-1-yl)phenyl]amino}methylene)isoquinoline-1,3(2H,4H)-dione, 0.079 g (73.1% yield) of greenish tan solid is obtained from 0.064 g (0.19 mmol) of (4E)-6-iodo-4-(methoxymethylene)isoquinoline-1,3(2H,4H)-dione and 0.061 g (0.23 mmol) of (4-{1-[3-(dimethylamino)propyl]piperidin-4-yl}phenyl)amine: mp 139-140° C.; MS (ESI) m/z 559.0 (M+H)+1 The reactants are O(C1=CC=CC=C1)C=1C=C([C@@H](C(=O)O)O)C=CC1 ((S)-3-Phenoxymandelic acid), Cl (hydrogen chloride), CO (methanol). Conditions: time 24 hour. The product is O(C1=CC=CC=C1)C=1C=C([C@@H](C(=O)OC)O)C=CC1 (methyl (S)-3-phenoxymandelate). Reaction SMILES: [O:1]([C:8]1[CH:9]=[C:10]([CH:16]=[CH:17][CH:18]=1)[C@H:11]([OH:15])[C:12]([OH:14])=[O:13])[C:2]1[CH:7]=[CH:6][CH:5]=[CH:4][CH:3]=1.Cl.[CH3:20]O>>[O:1]([C:8]1[CH:9]=[C:10]([CH:16]=[CH:17][CH:18]=1)[C@H:11]([OH:15])[C:12]([O:14][CH3:20])=[O:13])[C:2]1[CH:3]=[CH:4][CH:5]=[CH:6][CH:7]=1. Procedure: (S)-3-Phenoxymandelic acid (13.0 g) was added to a solution of dry hydrogen chloride (15.0 g) in methanol (100 ml) and the solution thus obtained kept at the ambient temperature for 24 hours after which period the volatile portion was evaporated yielding methyl (S)-3-phenoxymandelate as a residual oil. This was then added to liquid ammonia (20 ml) in a pressure vessel which was then sealed and temperature of the mixture allowed to rise to the ambient temperature over a period of 24 hours. The ve... The reactants are I(=O)(=O)(=O)[O-].[Na+] (sodium periodate), solution, O (water), NC1=NC=C(C(=C1[N+](=O)[O-])C)Br (2-amino-5-bromo-4-methyl-3-nitropyridine), BrC=1C(=C(C(=NC1)I)[N+](=O)[O-])C (5-bromo-2-iodo-4-methyl-3-nitropyridine), O (water). The reagents and catalysts are [Os](=O)(=O)(=O)=O (osmium tetroxide), [Cu](Br)Br (copper bromide). Solvent: C1CCOC1 (THF). Yields the product BrC=1C(=C(C(=NC1)C=O)[N+](=O)[O-])C (5-bromo-4-methyl-3-nitropyridine-2-carboxaldehyde), BrC=1C(=C(C(=NC1)C=C)[N+](=O)[O-])C (5-bromo-4-methyl-3-nitro-2-vinylpyridine). The yield is 59.0%. As a reaction SMILES: N[C:2]1[C:7]([N+:8]([O-:10])=[O:9])=[C:6]([CH3:11])[C:5]([Br:12])=[CH:4][N:3]=1.[Br:13][C:14]1[C:15]([CH3:24])=[C:16]([N+:21]([O-:23])=[O:22])[C:17](I)=[N:18][CH:19]=1.I([O-])(=O)(=O)=O.[Na+].[OH2:31]>C1COCC1.[Cu](Br)Br.[Os](=O)(=O)(=O)=O>[Br:12][C:5]1[C:6]([CH3:11])=[C:7]([N+:8]([O-:10])=[O:9])[C:2]([CH:14]=[O:31])=[N:3][CH:4]=1.[Br:13][C:14]1[C:15]([CH3:24])=[C:16]([N+:21]([O-:23])=[O:22])[C:17]([CH:2]=[CH2:7])=[N:18][CH:19]=1 |f:2.3|. Procedure: 2-Amino-3-(6-bromo-3-methoxy-7-methyl-2H-pyrazolo[4,3-b]pyridin-2-yl)-2-methylpropionitrile (20 mg) was prepared using a procedure similar to that described in Example 1, part b, except starting from 1-(6-bromo-3-methoxy-7-methyl-2H-pyrazolo[4,3-b]pyridin-2-yl)propan-2-one (117 mg). 1-(6-Bromo-3-methoxy-7-methyl-2H-pyrazolo[4,3-b]pyridin-2-yl)propan-2-one was prepared using a procedure similar to that described in Example 116 part a to d except using 5-bromo-4-methyl-3-nitropyridine-2-carboxalde... The reactants are COC(COC1=C2C(=C(C(=NC2=C(C=C1)Cl)OC(F)F)CC1=CC=C(C=C1)S(=O)(=O)C)C)=O ([8-chloro-2-difluoromethoxy-3-(4-methanesulfonylbenzyl)-4-methylquinolin-5-yloxy]acetic acid methyl ester), CO (methanol), [OH-].[Li+] (lithium hydroxide), O (water). The solvent is C(C)(=O)O (acetic acid). The product is ClC=1C=CC(=C2C(=C(C(=NC12)OC(F)F)CC1=CC=C(C=C1)S(=O)(=O)C)C)OCC(=O)O ([8-chloro-2-difluoromethoxy-3-(4-methanesulfonylbenzyl)-4-methylquinolin-5-yloxy]acetic Acid). Yield: 95.5%. As a reaction SMILES: C[O:2][C:3](=[O:33])[CH2:4][O:5][C:6]1[CH:15]=[CH:14][C:13]([Cl:16])=[C:12]2[C:7]=1[C:8]([CH3:32])=[C:9]([CH2:21][C:22]1[CH:27]=[CH:26][C:25]([S:28]([CH3:31])(=[O:30])=[O:29])=[CH:24][CH:23]=1)[C:10]([O:17][CH:18]([F:20])[F:19])=[N:11]2.CO.[OH-].[Li+].O>C(O)(=O)C>[Cl:16][C:13]1[CH:14]=[CH:15][C:6]([O:5][CH2:4][C:3]([OH:33])=[O:2])=[C:7]2[C:12]=1[N:11]=[C:10]([O:17][CH:18]([F:20])[F:19])[C:9]([CH2:21][C:22]1[CH:23]=[CH:24][C:25]([S:28]([CH3:31])(=[O:29])=[O:30])=[CH:26][CH:27]=1)=[C:8]2[CH3:32] |f:2.3|. Procedure: A solution of [8-chloro-2-difluoromethoxy-3-(4-methanesulfonylbenzyl)-4-methylquinolin-5-yloxy]acetic acid methyl ester (0.14 g), methanol (5.0 mL), saturated aqueous lithium hydroxide solution (0.5 mL) and water (0.4 mL) was stirred at room temperature for 35 minutes. The pH of the solution was adjusted to 5 by the addition of glacial acetic acid and the methanol removed under reduced pressure. The resulting precipitate was collected by filtration, washed with water and dried to afford title co... Starting materials: C(CCC)OCCOC1=CC=C(C=C1)C=1C=CC2=C(C=C(CCN2CCOC)C(=O)OC(C)(C)C)C1 (tert-butyl 7-[4-(2-butoxyethoxy)phenyl]-1-(2-methoxyethyl)-2,3-dihydro-1-benzazepine-4-carboxylate), Cl.C(C)(=O)OCC (hydrochloric acid ethyl acetate), C(O)([O-])=O.[Na+] (sodium hydrogen carbonate). Solvent: C(C)(=O)OCC (ethyl acetate). Conditions: temperature 60 celsius, time 2 hour. Product: C(CCC)OCCOC1=CC=C(C=C1)C=1C=CC2=C(C=C(CCN2CCOCC)C(=O)O)C1 (7-[4-(2-butoxyethoxy)phenyl]-1-(2-ethoxyethyl)-2,3-dihydro-1-benzazepine-4-carboxylic acid). Isolated yield 49.0%. RXN SMILES: [CH2:1]([O:5][CH2:6][CH2:7][O:8][C:9]1[CH:14]=[CH:13][C:12]([C:15]2[CH:16]=[CH:17][C:18]3[N:24]([CH2:25][CH2:26][O:27][CH3:28])[CH2:23][CH2:22][C:21]([C:29]([O:31]C(C)(C)C)=[O:30])=[CH:20][C:19]=3[CH:36]=2)=[CH:11][CH:10]=1)[CH2:2][CH2:3][CH3:4].Cl.[C:38](OCC)(=O)C.C(=O)([O-])O.[Na+]>C(OCC)(=O)C>[CH2:1]([O:5][CH2:6][CH2:7][O:8][C:9]1[CH:14]=[CH:13][C:12]([C:15]2[CH:16]=[CH:17][C:18]3[N:24]([CH2:25][CH2:26][O:27][CH2:28][CH3:38])[CH2:23][CH2:22][C:21]([C:29]([OH:31])=[O:30])=[CH:20][C:19]=3[CH:36]=2)=[CH:11][CH:10]=1)[CH2:2][CH2:3][CH3:4] |f:1.2,3.4|. Reported procedure: In ethyl acetate (28 ml) was dissolved tert-butyl 7-[4-(2-butoxyethoxy)phenyl]-1-(2-methoxyethyl)-2,3-dihydro-1-benzazepine-4-carboxylate (1.4 g). To the solution was added 4N hydrochloric acid/ethyl acetate (14 ml) at room temperature, and the mixture was stirred at 60° C. for 2 hours. After cooled to room temperature, an aqueous saturated solution of sodium hydrogen carbonate was added to adjust pH to approximate 5. The solvent was removed under reduced pressure, and the resulting residue was ... The reactants are C(C1=CC=CC=C1)ONC([C@@H](C(C(C)C)O)N(CC1=CC=CC=C1)S(=O)(=O)C1=CC=C(C=C1)OC)=O (N-benzyloxy-2(R)-[(4-methoxybenzenesulfonyl)(benzyl)amino]-3-hydroxy-4-methylpentanamide). Reagents/catalysts: [Pd] (palladium on charcoal). Solvent: C(C)O (ethanol). The product is ONC([C@@H](C(C(C)C)O)N(CC1=CC=CC=C1)S(=O)(=O)C1=CC=C(C=C1)OC)=O (N-hydroxy-2(R)-[(4-methoxybenzenesulfonyl)(benzyl)amino]-3-hydroxy-4-methyl-pentanamide). As a reaction SMILES: C([O:8][NH:9][C:10](=[O:36])[C@H:11]([N:17]([S:25]([C:28]1[CH:33]=[CH:32][C:31]([O:34][CH3:35])=[CH:30][CH:29]=1)(=[O:27])=[O:26])[CH2:18][C:19]1[CH:24]=[CH:23][CH:22]=[CH:21][CH:20]=1)[CH:12]([OH:16])[CH:13]([CH3:15])[CH3:14])C1C=CC=CC=1>C(O)C.[Pd]>[OH:8][NH:9][C:10](=[O:36])[C@H:11]([N:17]([S:25]([C:28]1[CH:29]=[CH:30][C:31]([O:34][CH3:35])=[CH:32][CH:33]=1)(=[O:27])=[O:26])[CH2:18][C:19]1[CH:24]=[CH:23][CH:22]=[CH:21][CH:20]=1)[CH:12]([OH:16])[CH:13]([CH3:15])[CH3:14]. Procedure details: A solution of N-benzyloxy-2(R)-[(4-methoxybenzenesulfonyl)(benzyl)amino]-3-hydroxy-4-methylpentanamide (125 mg) in ethanol (100 ml) is hydrogenated in the presence of 5% palladium on charcoal (100 mg) at room temperature and atmospheric pressure to yield N-hydroxy-2(R)-[(4-methoxybenzenesulfonyl)(benzyl)amino]-3-hydroxy-4-methyl-pentanamide, m.p. 81°-82° C. Starting materials: [BH-](OC(=O)C)(OC(=O)C)OC(=O)C.[Na+] (NaB(OAc)3H), C(C1=CC=CC=C1)N (benzylamine), CC(=O)O (AcOH), C(=O)(O)[O-].[Na+] (NaHCO3), aqueous solution, [BH-](OC(=O)C)(OC(=O)C)OC(=O)C.[Na+] (NaB(OAc)3H), COC1=C2CCC(CC2=CC=C1)=O (5-methoxy-2-tetralone). The solvent is C(Cl)Cl (CH2Cl2), O (H2O), C(Cl)Cl (CH2Cl2). Run at time 4 hour. The product is C(C1=CC=CC=C1)NC1CC2=CC=CC(=C2CC1)OC (N-Benzyl-N-(5-methoxy-1,2,3,4-tetrahydronaphthalen-2-yl)amine). Yield: 74.4%. As a reaction SMILES: [CH3:1][O:2][C:3]1[CH:12]=[CH:11][CH:10]=[C:9]2[C:4]=1[CH2:5][CH2:6][C:7](=O)[CH2:8]2.[CH2:14]([NH2:21])[C:15]1[CH:20]=[CH:19][CH:18]=[CH:17][CH:16]=1.CC(O)=O.[BH-](OC(C)=O)(OC(C)=O)OC(C)=O.[Na+].C([O-])(O)=O.[Na+]>C(Cl)Cl.O>[CH2:14]([NH:21][CH:7]1[CH2:6][CH2:5][C:4]2[C:9](=[CH:10][CH:11]=[CH:12][C:3]=2[O:2][CH3:1])[CH2:8]1)[C:15]1[CH:20]=[CH:19][CH:18]=[CH:17][CH:16]=1 |f:3.4,5.6|. Procedure details: To a solution of 5-methoxy-2-tetralone (30 g, 170.24 mmol) dissolved in CH2Cl2 (250 mL) were added benzylamine (23 mL, 212.80 mmol) and AcOH (0.97 mL, 17.02 mmol), and the mixture was stirred for 4 h at room temperature. It was then cooled to 0° C. and NaB(OAc)3H (0.38 eq, 13.71 g, 64.69 mmol) was added over a period of 20 min. After 1 h stirring at 0° C., NaB(OAc)3H (1.07 eq, 38.61 g, 182.16 mmol) was added over a period of 30 min. It was added CH2Cl2 (100 mL), the reaction mixture warmed to ro...